Dataset: the Open Reaction Database (ORD), a public repository of structured organic reaction records. Task: describe an organic reaction: reactants, conditions, products, and yield Reactants: C(CCCCCCC\C=C/CCCCCCCC)(=O)O (OLE), C(CCCCCCC\C=C/C\C=C/CCCCC)(=O)O (LIN), CCCCCC (hexane). Run in C(C)(=O)OCC (ethyl acetate), CCCCCCC (n-heptane), CCCCCCC (n-heptane), C(C)(=O)OCC (ethyl acetate). The product is CC/C=C\C/C=C\C/C=C\C/C=C\C/C=C\CCCC(=O)O (EPA). Reaction SMILES: [C:1]([OH:20])(=[O:19])[CH2:2][CH2:3][CH2:4][CH2:5][CH2:6][CH2:7][CH2:8]/[CH:9]=[CH:10]\[CH2:11][CH2:12][CH2:13][CH2:14][CH2:15][CH2:16][CH2:17][CH3:18].[C:21](O)(=O)[CH2:22]CCCCCC/C=C\C/C=C\CCCCC.CCCCCC>C(OCC)(=O)C.CCCCCCC>[CH3:21][CH2:22]/[CH:18]=[CH:17]\[CH2:16]/[CH:15]=[CH:14]\[CH2:13]/[CH:12]=[CH:11]\[CH2:10]/[CH:9]=[CH:8]\[CH2:7]/[CH:6]=[CH:5]\[CH2:4][CH2:3][CH2:2][C:1]([OH:20])=[O:19]. Reported procedure: According to one embodiment of the invention and with reference to FIG. 2, a crude fish oil stream in line 100 is passed to a solvent mixing zone 200, wherein the crude fish oil stream in line 100 is admixed with a non-polar solvent stream in line 50 to provide a fish oil/solvent mixture. The crude fish oil stream comprises fatty acids of omega-3 fatty acids of eicosapentaenoic acid (EPA) or docosahexaenoic acid (DHA) along with other unsaturated triglyceride species including at least one of do... Reactants: CC(C)(C)OC(=O)N1CCN(c2cc(=O)[nH]c3cc(Cl)ccc23)CC1, O=C=Nc1ccc(F)cc1. Yields the product O=C(Nc1ccc(F)cc1)N1CCN(c2cc(=O)[nH]c3cc(Cl)ccc23)CC1. As a reaction SMILES: [C:1]([CH3:3])([CH3:4])([O:5][C:6](=[O:2])[N:8]1[CH2:9][CH2:10][N:11]([c:14]2[cH:15][c:16](=[O:25])[nH:17][c:18]3[cH:19][c:20]([Cl:24])[cH:21][cH:22][c:23]23)[CH2:12][CH2:13]1)[CH3:7].[F:26][c:27]1[cH:28][cH:29][c:30]([N:33]=[C:34]=[O:35])[cH:31][cH:32]1>>[O:5]=[C:6]([N:8]1[CH2:9][CH2:10][N:11]([c:14]2[cH:15][c:16](=[O:25])[nH:17][c:18]3[cH:19][c:20]([Cl:24])[cH:21][cH:22][c:23]23)[CH2:12][CH2:13]1)[NH:33][c:30]1[cH:29][cH:28][c:27]([F:26])[cH:32][cH:31]1. The reactants are C(C)(C)(C)OC(=O)CN1C(C(C(SC2=C1C=CC=C2)C2=CC=CC=C2)NCC(=O)OCC)=O (5-t-butoxycarbonylmethyl-3-ethoxycarbonylmethylamino-2-phenyl-2,3-dihydro-1,5-benzothiazepin-4(5H)-one), Cl (hydrogen chloride), CCOCC (ether). The solvent is solution, O1CCOCC1 (dioxane). Conditions: time 2 hour. Product: Cl.C(=O)(O)CN1C(C(C(SC2=C1C=CC=C2)C2=CC=CC=C2)NCC(=O)OCC)=O (5-carboxymethyl-3-ethoxycarbonylmethylamino-2-phenyl-2,3-dihydro-1,5-benzothiazepin-4(5H)-one hydrochloride). RXN SMILES: C([O:5][C:6]([CH2:8][N:9]1[C:15]2[CH:16]=[CH:17][CH:18]=[CH:19][C:14]=2[S:13][CH:12]([C:20]2[CH:25]=[CH:24][CH:23]=[CH:22][CH:21]=2)[CH:11]([NH:26][CH2:27][C:28]([O:30][CH2:31][CH3:32])=[O:29])[C:10]1=[O:33])=[O:7])(C)(C)C.CCOCC.[ClH:39]>O1CCOCC1>[ClH:39].[C:6]([CH2:8][N:9]1[C:15]2[CH:16]=[CH:17][CH:18]=[CH:19][C:14]=2[S:13][CH:12]([C:20]2[CH:25]=[CH:24][CH:23]=[CH:22][CH:21]=2)[CH:11]([NH:26][CH2:27][C:28]([O:30][CH2:31][CH3:32])=[O:29])[C:10]1=[O:33])([OH:7])=[O:5] |f:4.5|. Reported procedure: 1.2 g of the compound obtained in Example 24 was dissolved in 10 ml of a 6N solution of hydrogen chloride in dioxane, and the resulting solution was stirred at room temperature for 2 hours. Then, ether was added thereto so as to cause crystallization. The precipitated crystals were separated by filtration and washed with ether to obtain 1.0 g of the desired compound. Procedure: Following the procedure of Example 1, Step 4, 4,5,7,8,9,10,11,12-octahydrocycloocta[b]pyrrolo[3,2,1-hi]indol-2-amine (0.15 g, 0.54 mmol), t-butylacetyl chloride (0.063 mL, 0.54 mmol) and poly-(4-vinylpyridine) (500 mg) in dichloromethane (12 mL) provided 3,3-dimethyl-N-4,5,7,8,9,10,11,12-octahydrocycloocta[b]pyrrolo[3,2,1-hi]indol-2-ylbutanamide (67 mg). MS (ES) m/z 339.2; HPLC purity 100% at 210-370 nm, 11.1 min.; 100% at 250 nm, 11.1 min.; Xterra RP18, 3.5 u, 150×4.6 mm column, 1.2 mL/min, 85/... Yields the product CC(CC(=O)NC=1C=C2C3=C(N4C2=C(C1)CC4)CCCCCC3)(C)C (3,3-dimethyl-N-4,5,7,8,9,10,11,12-octahydrocycloocta[b]pyrrolo[3,2,1-hi]indol-2-ylbutanamide). Solvent: ClCCl (dichloromethane). RXN SMILES: [CH:1]1[C:9]([NH2:10])=[CH:8][C:7]2[CH2:11][CH2:12][N:5]3[C:6]=2[C:2]=1[C:3]1[CH2:18][CH2:17][CH2:16][CH2:15][CH2:14][CH2:13][C:4]=13.[C:19]([CH2:23][C:24](Cl)=[O:25])([CH3:22])([CH3:21])[CH3:20]>ClCCl>[CH3:20][C:19]([CH3:22])([CH3:21])[CH2:23][C:24]([NH:10][C:9]1[CH:1]=[C:2]2[C:6]3=[C:7]([CH2:11][CH2:12][N:5]3[C:4]3[CH2:13][CH2:14][CH2:15][CH2:16][CH2:17][CH2:18][C:3]2=3)[CH:8]=1)=[O:25]. Isolated yield 36.7%. The reactants are C1=C2C3=C(N4C2=C(C=C1N)CC4)CCCCCC3 (4,5,7,8,9,10,11,12-octahydrocycloocta[b]pyrrolo[3,2,1-hi]indol-2-amine), C(C)(C)(C)CC(=O)Cl (t-butylacetyl chloride), poly-(4-vinylpyridine). Reactants: Cl, Cl, Cl, O=C(O)C1CC1, NC1CCC(CCN2CCN(c3nccc4occc34)CC2)CC1. The product is O=C(NC1CCC(CCN2CCN(c3nccc4occc34)CC2)CC1)C1CC1. As a reaction SMILES: [ClH:1].[ClH:2].[ClH:3].[OH:28][C:29](=[O:30])[CH:31]1[CH2:32][CH2:33]1.[o:4]1[cH:5][cH:6][c:7]2[c:8]([N:13]3[CH2:14][CH2:15][N:16]([CH2:19][CH2:20][CH:21]4[CH2:22][CH2:23][CH:24]([NH2:27])[CH2:25][CH2:26]4)[CH2:17][CH2:18]3)[n:9][cH:10][cH:11][c:12]12>>[o:4]1[cH:5][cH:6][c:7]2[c:8]([N:13]3[CH2:14][CH2:15][N:16]([CH2:19][CH2:20][CH:21]4[CH2:22][CH2:23][CH:24]([NH:27][C:29](=[O:28])[CH:31]5[CH2:32][CH2:33]5)[CH2:25][CH2:26]4)[CH2:17][CH2:18]3)[n:9][cH:10][cH:11][c:12]12. Starting materials: ClC(C(C)(C)OC(=O)N1C2CN(CC1C(=C(C2)C2=CC=C(C=C2)OCCOC2=C(C=CC(=C2)F)Cl)C(=O)O)C(C)=O)(Cl)Cl (3-Acetyl-7-{4-[2-(2-chloro-5-fluorophenoxy)ethoxy]phenyl}-3,9-diazabicyclo-[3.3.1]non-6-ene-6,9-dicarboxylic acid 9-(2,2,2-trichloro-1,1-dimethylethyl) ester), C1(CC1)NCC1=C(C(=CC=C1)C)C (cyclopropyl-(2,3dimethylbenzyl)amine). Yields the product C(=O)O.C1(CC1)N(C(=O)C=1[C@H]2CN(C[C@@H](CC1C1=CC=C(C=C1)OCCOC1=C(C=CC(=C1)F)Cl)N2)C(C)=O)CC2=C(C(=CC=C2)C)C ((rac.)-(1R*,5S*)-3-Acetyl-7-{4-[2-(2-chloro-5-fluorophenoxy)ethoxy]phenyl}-3,9-diazabicyclo[3.3.1]non-6-ene-6-carboxylic acid cyclopropyl-(2,3-dimethylbenzyl)amide formate salt). RXN SMILES: ClC(Cl)(Cl)C([O:6][C:7]([N:9]1[CH:14]2[C:15]([C:36](O)=[O:37])=[C:16]([C:18]3[CH:23]=[CH:22][C:21]([O:24][CH2:25][CH2:26][O:27][C:28]4[CH:33]=[C:32]([F:34])[CH:31]=[CH:30][C:29]=4[Cl:35])=[CH:20][CH:19]=3)[CH2:17][CH:10]1[CH2:11][N:12]([C:39](=[O:41])[CH3:40])[CH2:13]2)=[O:8])(C)C.[CH:44]1([NH:47][CH2:48][C:49]2[CH:54]=[CH:53][CH:52]=[C:51]([CH3:55])[C:50]=2[CH3:56])[CH2:46][CH2:45]1>>[CH:7]([OH:8])=[O:6].[CH:44]1([N:47]([CH2:48][C:49]2[CH:54]=[CH:53][CH:52]=[C:51]([CH3:55])[C:50]=2[CH3:56])[C:36]([C:15]2[C@@H:14]3[NH:9][C@H:10]([CH2:17][C:16]=2[C:18]2[CH:23]=[CH:22][C:21]([O:24][CH2:25][CH2:26][O:27][C:28]4[CH:33]=[C:32]([F:34])[CH:31]=[CH:30][C:29]=4[Cl:35])=[CH:20][CH:19]=2)[CH2:11][N:12]([C:39](=[O:41])[CH3:40])[CH2:13]3)=[O:37])[CH2:46][CH2:45]1 |f:2.3|. Reported procedure: Synthesized according to typical procedures H and E from bicyclononene BN10 and cyclopropyl-(2,3dimethylbenzyl)amine. LC-MS: Rt=0.91; ES+: 632.31. The reactants are C1=CC(=C[N+](=C1)[C@H]2[C@@H]([C@@H]([C@H](O2)COP(=O)(O)OP(=O)(O)OC[C@@H]3[C@H]([C@H]([C@@H](O3)N4C=NC5=C4N=CN=C5N)OP(=O)(O)O)O)O)O)C(=O)N (NADP), CC(C(=O)NC=1N=CC(=NC1)C(COC(C)=O)=O)(C)C (acetic acid 2-[5-(2,2-dimethylpropionylamino)-pyrazin-2-yl]-2-oxo-ethyl ester), 2-(4-morpholino)-ethansulfonic acid, O=C[C@H](O)[C@@H](O)[C@H](O)[C@H](O)CO (D-glucose), [OH-].[Na+] (sodium hydroxide). Reagents/catalysts: O=C[C@H](O)[C@@H](O)[C@H](O)[C@H](O)CO (glucose). The solvent is COC(C)(C)C (tert-butyl methyl ether). Reaction conditions: temperature 37 celsius, time 11.2 hour. Yields the product O[C@H](CO)C=1N=CC(=NC1)NC(C(C)(C)C)=O ((S)—N-[5-(1,2-dihydroxy-ethyl)-pyrazin-yl]-2,2-dimethyl-propionamide). Isolated yield 105.1%. Reaction SMILES: [CH3:1][C:2]([CH3:20])([CH3:19])[C:3]([NH:5][C:6]1[N:7]=[CH:8][C:9]([C:12](=[O:18])[CH2:13][O:14]C(=O)C)=[N:10][CH:11]=1)=[O:4].O=C[C@@H]([C@H]([C@@H]([C@@H](CO)O)O)O)O.C1C=[N+]([C@@H]2O[C@H](COP(OP(OC[C@H]3O[C@@H](N4C5N=CN=C(N)C=5N=C4)[C@H](OP(O)(O)=O)[C@@H]3O)(O)=O)(O)=O)[C@@H](O)[C@H]2O)C=C(C(N)=O)C=1.[OH-].[Na+]>COC(C)(C)C.O=C[C@@H]([C@H]([C@@H]([C@@H](CO)O)O)O)O>[OH:18][C@@H:12]([C:9]1[N:10]=[CH:11][C:6]([NH:5][C:3](=[O:4])[C:2]([CH3:19])([CH3:1])[CH3:20])=[N:7][CH:8]=1)[CH2:13][OH:14] |f:3.4|. Procedure: 50 g of acetic acid 2-[5-(2,2-dimethylpropionylamino)-pyrazin-2-yl]-2-oxo-ethyl ester (178 mmol) was stirred in 150 ml tert-butyl methyl ether (TBME). Subsequently the reaction buffer, 674 mL 20 mM of 2-(4-morpholino)-ethansulfonic acid, and 100.1 g of D-glucose (658 mmol) were added. The temperature was adjusted to 29° C. and the pH to 6.25. The reaction—deacetylation—was started by the addition of 2.01 g lipase AH. Directly afterwards, 40 mg of glucose dehydrogenase GDH 102, 201 mg of ketoredu... The yield is 13.6%. Reported procedure: In 70 mL of methanol was dissolved 16.4 g of the aforesaid 2-bromo-1-[2-hydroxy-5-(2-hydroxyethyl)-4-methoxyphenyl]-1-ethanone, and 17.3 g of sodium acetate was added to the solution, after which the resulting mixture was heated under reflux for 5 minutes. After the reaction mixture was cooled, water and ethyl acetate were added thereto and the organic layer was separated. The organic layer was washed with water and then a saturated aqueous sodium chloride solution, dried over anhydrous magnesiu... Solvent: CO (methanol). As a reaction SMILES: Br[CH2:2][C:3]([C:5]1[CH:10]=[C:9]([CH2:11][CH2:12][OH:13])[C:8]([O:14][CH3:15])=[CH:7][C:6]=1[OH:16])=O.C([O-])(=O)C.[Na+].O.C(OCC)(=O)C>CO>[CH3:15][O:14][C:8]1[C:9]([CH2:11][CH2:12][OH:13])=[CH:10][C:5]2[CH:3]=[CH:2][O:16][C:6]=2[CH:7]=1 |f:1.2|. Run at time 1 hour. Starting materials: BrCC(=O)C1=C(C=C(C(=C1)CCO)OC)O (2-bromo-1-[2-hydroxy-5-(2-hydroxyethyl)-4-methoxyphenyl]-1-ethanone), C(C)(=O)[O-].[Na+] (sodium acetate), O (water), C(C)(=O)OCC (ethyl acetate). The product is COC1=CC2=C(C=CO2)C=C1CCO (2-(6-methoxy-1-benzofuran-5-yl)-1-ethanol).